From a dataset of the Open Reaction Database (ORD), a public repository of structured organic reaction records. describe an organic reaction: reactants, conditions, products, and yield Reactants: O=C1NC2CC3CC(C2)CC1C3, Cl, C1CCOC1. Product: C1NC2CC3CC1CC(C3)C2. RXN SMILES: [CH:1]12[NH:2][C:3](=[O:12])[CH:4]3[CH2:5][CH:6]([CH2:7][CH:8]([CH2:9]1)[CH2:10]3)[CH2:11]2.[ClH:18].[O:13]1[CH2:14][CH2:15][CH2:16][CH2:17]1>>[CH:1]12[NH:2][CH2:3][CH:4]3[CH2:5][CH:6]([CH2:7][CH:8]([CH2:9]1)[CH2:10]3)[CH2:11]2. Yield: 83.3%. Product: C(C)(C)(C)OC(=O)N[C@H](C(=O)O)COC1=C(C=CC(=C1)C)[N+](=O)[O-] ((S)-2-(tert-butoxycarbonylamino)-3-(5-methyl-2-nitrophenoxy)propanoic acid). Solvent: CN(C)C=O (DMF), CN(C)C=O (DMF), OS(=O)(=O)[O-].[K+] (KHSO4). Reaction SMILES: [C:1]([O:5][C:6]([NH:8][C@@H:9]([CH2:13][OH:14])[C:10]([OH:12])=[O:11])=[O:7])([CH3:4])([CH3:3])[CH3:2].[H-].[Na+].F[C:18]1[CH:23]=[C:22]([CH3:24])[CH:21]=[CH:20][C:19]=1[N+:25]([O-:27])=[O:26]>CN(C=O)C.OS([O-])(=O)=O.[K+]>[C:1]([O:5][C:6]([NH:8][C@@H:9]([CH2:13][O:14][C:18]1[CH:23]=[C:22]([CH3:24])[CH:21]=[CH:20][C:19]=1[N+:25]([O-:27])=[O:26])[C:10]([OH:12])=[O:11])=[O:7])([CH3:4])([CH3:3])[CH3:2] |f:1.2,5.6|. Conditions: time 30 minute. Procedure details: (S)-2-(tert-butoxycarbonylamino)-3-hydroxypropanoic acid (5.5 g, 26.8 mmol, Eq: 1.00) was dissolved in DMF (90 mL) at 0° C. and NaH (60% in mineral oil, 2.57 g, 64.3 mmol, Eq: 2.4) was added in small portions The mixture was stirred for 30 min. and 2-fluoro-4-methyl-1-nitrobenzene (4.16 g, 26.8 mmol, Eq: 1.00) in DMF (10 mL) was added dropwise. The resulting mixture was stirred for 60 min., diluted with 1.0 M KHSO4 and extracted with EtOAc. The combined organic extracts were washed with water, b... Starting materials: FC1=C(C=CC(=C1)C)[N+](=O)[O-] (2-fluoro-4-methyl-1-nitrobenzene), [H-].[Na+] (NaH), C(C)(C)(C)OC(=O)N[C@H](C(=O)O)CO ((S)-2-(tert-butoxycarbonylamino)-3-hydroxypropanoic acid). The reactants are N(=[N+]=[N-])CC1=CC=C(C=C1)C1=C(C=CC=C1)C#N (4-azidomethyl-2'-cyanobiphenyl), C1(=CC=CC=C1)P(C1=CC=CC=C1)C1=CC=CC=C1 (triphenylphospine), O (H2O). Run in O1CCCC1 (tetrahydrofuran). Run at time 2 hour. The product is C(#N)C1=C(C=CC=C1)C1=CC=C(C=C1)CN ([(2'-Cyanobiphenyl-4-yl)methyl]amine). As a reaction SMILES: [N:1]([CH2:4][C:5]1[CH:10]=[CH:9][C:8]([C:11]2[CH:16]=[CH:15][CH:14]=[CH:13][C:12]=2[C:17]#[N:18])=[CH:7][CH:6]=1)=[N+]=[N-].C1(P(C2C=CC=CC=2)C2C=CC=CC=2)C=CC=CC=1.O>O1CCCC1>[C:17]([C:12]1[CH:13]=[CH:14][CH:15]=[CH:16][C:11]=1[C:8]1[CH:7]=[CH:6][C:5]([CH2:4][NH2:1])=[CH:10][CH:9]=1)#[N:18]. Procedure: A solution of 5.85 g (25 mmole) of 4-azidomethyl-2'-cyanobiphenyl (from Step A) in 50 ml of dry tetrahydrofuran was treated portionwise with 6.55 g (25 mmole) of triphenylphospine over 3-4 minutes. The solution was stirred at ambient temperature under N2, and gas evolution proceeded at a moderate rate. A mild exotherm occurred, and the solution was cooled in a water bath as necessary. After 2 hours, by which time gas evolution had ceased, 675 μl (37.5 mmole) of H2O was added, and stirring was co... The product is O=Cc1ccc(F)c2occc12. Reactants: Fc1ccc(CBr)c2ccoc12, C[N+]1([O-])CCOCC1, CC#N. RXN SMILES: [Br:9][CH2:10][c:11]1[cH:12][cH:13][c:14]([F:20])[c:15]2[c:16]1[cH:17][cH:18][o:19]2.[CH3:1][N+:2]1([O-:3])[CH2:4][CH2:6][O:5][CH2:7][CH2:8]1.[CH3:21][C:22]#[N:23]>>[O:5]=[CH:10][c:11]1[cH:12][cH:13][c:14]([F:20])[c:15]2[c:16]1[cH:17][cH:18][o:19]2. Starting materials: N[C@@H](C)C(=O)N1[C@H](C(=O)O)CCC1 (L-alanyl-L-proline), C1(=C(C(=CC(=C1)C)C)S(=O)(=O)Cl)C (mesitylenesulfonylchloride), Cl (hydrochloric acid), O (Water). The solvent is [OH-].[Na+] (sodium hydroxide), [OH-].[Na+] (sodium hydroxide), O1CCOCC1 (dioxane), O1CCOCC1 (dioxane). The product is C1(=C(C(=CC(=C1)C)C)S(=O)(=O)N[C@@H](C)C(=O)N1[C@H](C(=O)O)CCC1)C (N-mesitylenesulfonyl-L-alanyl-L-proline). Yield: 45.3%. RXN SMILES: [NH2:1][C@H:2]([C:4]([N:6]1[CH2:13][CH2:12][CH2:11][C@H:7]1[C:8]([OH:10])=[O:9])=[O:5])[CH3:3].[C:14]1([CH3:26])[CH:19]=[C:18]([CH3:20])[CH:17]=[C:16]([CH3:21])[C:15]=1[S:22](Cl)(=[O:24])=[O:23].O.Cl>[OH-].[Na+].O1CCOCC1>[C:14]1([CH3:26])[CH:19]=[C:18]([CH3:20])[CH:17]=[C:16]([CH3:21])[C:15]=1[S:22]([NH:1][C@H:2]([C:4]([N:6]1[CH2:13][CH2:12][CH2:11][C@H:7]1[C:8]([OH:10])=[O:9])=[O:5])[CH3:3])(=[O:23])=[O:24] |f:4.5|. Procedure: L-alanyl-L-proline (1.86 g, 10 mmole) was dissolved in aqueous sodium hydroxide (10 ml)-dioxane (10 ml), and dioxane (5 ml) solution of mesitylenesulfonylchloride (2.19 g, 10 mmole) was added dropwise to the solution while cooling and stirring while keeping pH value thereof to 10 to 11 with 1N aqueous sodium hydroxide. After that; the mixture was stirred further for 2 hours at room temperature. Water (20 ml) was added thereto and the mixture thus obtained was washed with diethyl ether (40 ml). T... The reactants are C(C)C1=NC2=C(N1)C=CC=C2 (2-ethyl-1H-benzo[d]imidazole), BrCC1=CC2=C(/C(/C3=C(OC2)C=C(C=C3)F)=C(\C#N)/C)C=C1 ((E)-2-[8-(bromomethyl)-3-fluorodibenzo[b,e]oxepin-11(6H)-ylidene]propanenitrile). The product is C(C)C1=NC2=C(N1CC1=CC3=C(/C(/C4=C(OC3)C=C(C=C4)F)=C(\C#N)/C)C=C1)C=CC=C2 ((E)-2-{8-[(2-ethyl-1H-benzo[d]imidazol-1-yl)methyl]-3-fluorodibenzo[b,e]oxepin-11(6H)-ylidene}propanenitrile). Isolated yield 95.8%. As a reaction SMILES: [CH2:1]([C:3]1[NH:7][C:6]2[CH:8]=[CH:9][CH:10]=[CH:11][C:5]=2[N:4]=1)[CH3:2].Br[CH2:13][C:14]1[CH:33]=[CH:32][C:17]2/[C:18](=[C:28](/[CH3:31])\[C:29]#[N:30])/[C:19]3[CH:26]=[CH:25][C:24]([F:27])=[CH:23][C:20]=3[O:21][CH2:22][C:16]=2[CH:15]=1>>[CH2:1]([C:3]1[N:4]([CH2:13][C:14]2[CH:33]=[CH:32][C:17]3/[C:18](=[C:28](/[CH3:31])\[C:29]#[N:30])/[C:19]4[CH:26]=[CH:25][C:24]([F:27])=[CH:23][C:20]=4[O:21][CH2:22][C:16]=3[CH:15]=2)[C:5]2[CH:11]=[CH:10][CH:9]=[CH:8][C:6]=2[N:7]=1)[CH3:2]. Procedure details: Using 2-ethyl-1H-benzo[d]imidazole (61 mg, 0.419 mmol) and (E)-2-[8-(bromomethyl)-3-fluorodibenzo[b,e]oxepin-11(6H)-ylidene]propanenitrile (150 mg, 0.419 mmol) obtained in Reference Example 1, and in the same manner as in Reference Example 1A, the title compound (170 mg, 96%) was obtained. The reactants are NC1C(NC2=C(C(=N1)C1=C(C=CC=C1)F)C=CC=C2)=O (1,3-dihydro-3(RS)-amino-5-(2-fluorophenyl)-2H-1,4-benzodiazepin-2-one), ClC1=CC=C(C=C1)N=C=O (4-chlorophenylisocyanate). Solvent: O1CCCC1 (tetrahydrofuran). Reaction conditions: time 8 hour. Product: ClC1=CC=C(C=C1)NC(=O)NC1C(NC2=C(C(=N1)C1=C(C=CC=C1)F)C=CC=C2)=O (1,3-Dihydro-3(RS)-(4-chlorophenyl)aminocarbonylamino-5-(2-fluorophenyl)-2H-1,4-benzodiazepin-2-one). Reaction SMILES: [NH2:1][CH:2]1[N:8]=[C:7]([C:9]2[CH:14]=[CH:13][CH:12]=[CH:11][C:10]=2[F:15])[C:6]2[CH:16]=[CH:17][CH:18]=[CH:19][C:5]=2[NH:4][C:3]1=[O:20].[Cl:21][C:22]1[CH:27]=[CH:26][C:25]([N:28]=[C:29]=[O:30])=[CH:24][CH:23]=1>O1CCCC1>[Cl:21][C:22]1[CH:27]=[CH:26][C:25]([NH:28][C:29]([NH:1][CH:2]2[N:8]=[C:7]([C:9]3[CH:14]=[CH:13][CH:12]=[CH:11][C:10]=3[F:15])[C:6]3[CH:16]=[CH:17][CH:18]=[CH:19][C:5]=3[NH:4][C:3]2=[O:20])=[O:30])=[CH:24][CH:23]=1. Procedure details: To a solution of 85 mg (0.315 mmole) of 1,3-dihydro-3(RS)-amino-5-(2-fluorophenyl)-2H-1,4-benzodiazepin-2-one in 8 ml of dry tetrahydrofuran was added 4-chlorophenylisocyanate (40 μl, 0.315 mmole) at room temperature. Within 15 minutes a flocculant, white precipitate formed. Stirring was continued for 8 hours more and the reaction mixture was filtered. The collected solids were washed with hot methanol and dried in vacuo to give the analytical product: m.p. 278° C. NMR (DMSO-d6): Confirms struct... Procedure: A solution of 2-oxocyclohexanecarbonitrile 16 (10 g, 81.2 mmol) and methyl hydrazine 15 (3 equiv, 11.2 g) in 150 mL of absolute ethanol was refluxed for 20 hrs and was concentrated on rotavapor to dryness. The crude product was recrystallized from methanol to afford the desired product 17. (Reference for the preparation of compound 17: J. Am. Chem. Soc. 1959, 81, 2448-2452) Starting materials: O=C1C(CCCC1)C#N (2-oxocyclohexanecarbonitrile), CNN (methylhydrazine). RXN SMILES: O=[C:2]1[CH2:7][CH2:6][CH2:5][CH2:4][CH:3]1[C:8]#[N:9].[CH3:10][NH:11][NH2:12]>C(O)C>[CH3:10][N:11]1[C:8]([NH2:9])=[C:3]2[C:2]([CH2:7][CH2:6][CH2:5][CH2:4]2)=[N:12]1. The solvent is C(C)O (ethanol). Yields the product CN1N=C2CCCCC2=C1N (2-methyl-4,5,6,7-tetrahydro-2H-indazol-3-amine). Procedure details: To a solution of {(2S)-1-[(3′,3′-dimethyl-3′,4′-dihydro-2′H-spiro[1,3-dioxane-2,10′-pyrimido[1,2-a]indol]-8′-yl)sulfonyl]pyrrolidin-2-yl}methyl 4-methylbenzenesulfonate (0.100 g, 0.170 mmol) in THF (2 mL) was added cyclohexylamine (0.034 g, 0.340 mmol) and the reaction was stirred at 70° C. overnight. Additional cyclohexylamine (0.088 g, 0.850 mmol) was added to the reaction and stirred at 100° C. for 2 days. The reaction was quenched with water and extracted with EtOAc (3×). The combined organi... Solvent: C1CCOC1 (THF). Starting materials: CC1=CC=C(C=C1)S(=O)(=O)OC[C@H]1N(CCC1)S(=O)(=O)C1=CC=2C3(C=4N(C2C=C1)CC(CN4)(C)C)OCCCO3 ({(2S)-1-[(3′,3′-dimethyl-3′,4′-dihydro-2′H-spiro[1,3-dioxane-2,10′-pyrimido[1,2-a]indol]-8′-yl)sulfonyl]pyrrolidin-2-yl}methyl 4-methylbenzenesulfonate), C1(CCCCC1)N (cyclohexylamine), C1(CCCCC1)N (cyclohexylamine). The product is C1(CCCCC1)NC[C@H]1N(CCC1)S(=O)(=O)C1=CC=2C(C=3N(C2C=C1)CC(CN3)(C)C)=O (8-({(2S)-2-[(Cyclohexylamino)methyl]pyrrolidin-1-yl}sulfonyl)-3,3-dimethyl-3,4-dihydropyrimido[1,2-a]indol-10(2H)-one). Reaction SMILES: CC1C=CC(S(O[CH2:12][C@@H:13]2[CH2:17][CH2:16][CH2:15][N:14]2[S:18]([C:21]2[CH:29]=[CH:28][C:27]3[N:26]4[CH2:30][C:31]([CH3:35])([CH3:34])[CH2:32][N:33]=[C:25]4[C:24]4([O:40]CCCO4)[C:23]=3[CH:22]=2)(=[O:20])=[O:19])(=O)=O)=CC=1.[CH:41]1([NH2:47])[CH2:46][CH2:45][CH2:44][CH2:43][CH2:42]1>C1COCC1>[CH:41]1([NH:47][CH2:12][C@@H:13]2[CH2:17][CH2:16][CH2:15][N:14]2[S:18]([C:21]2[CH:29]=[CH:28][C:27]3[N:26]4[CH2:30][C:31]([CH3:34])([CH3:35])[CH2:32][N:33]=[C:25]4[C:24](=[O:40])[C:23]=3[CH:22]=2)(=[O:19])=[O:20])[CH2:46][CH2:45][CH2:44][CH2:43][CH2:42]1. Reaction conditions: temperature 70 celsius, time 8 hour. Yield: 46.2%.